From a dataset of the Open Reaction Database (ORD), a public repository of structured organic reaction records. describe an organic reaction: reactants, conditions, products, and yield Reaction SMILES: [F:1][c:2]1[c:3]([CH2:4][N:5]2[c:6]3[c:7]([n:12][cH:13][c:14](-[c:16]4[cH:17][cH:18][c:19]([C:20](=[O:21])[OH:22])[cH:23][cH:24]4)[cH:15]3)[NH:8][CH2:9][C:10]2=[O:11])[cH:25][c:26]([F:29])[cH:27][cH:28]1.[N:30]1([CH:35]2[CH2:36][CH2:37][NH:38][CH2:39][CH2:40]2)[CH2:31][CH2:32][CH2:33][CH2:34]1>>[F:1][c:2]1[c:3]([CH2:4][N:5]2[c:6]3[c:7]([n:12][cH:13][c:14](-[c:16]4[cH:17][cH:18][c:19]([C:20](=[O:21])[N:38]5[CH2:37][CH2:36][CH:35]([N:30]6[CH2:31][CH2:32][CH2:33][CH2:34]6)[CH2:40][CH2:39]5)[cH:23][cH:24]4)[cH:15]3)[NH:8][CH2:9][C:10]2=[O:11])[cH:25][c:26]([F:29])[cH:27][cH:28]1. Starting materials: O=C(O)c1ccc(-c2cnc3c(c2)N(Cc2cc(F)ccc2F)C(=O)CN3)cc1, C1CCN(C2CCNCC2)C1. The product is O=C(c1ccc(-c2cnc3c(c2)N(Cc2cc(F)ccc2F)C(=O)CN3)cc1)N1CCC(N2CCCC2)CC1. The reactants are C(C)(C)(C)OC(=O)N[C@@H](CC1CCCCC1)[C@@H]1C[C@H](C(O1)=O)C ((3R, 5S)-5-[(1S)-1-(t-butoxycarbonyl)amino-2-cyclohexylethyl]-3-methyldihydrofuran-2(3H)-one), C(C(C)C)N (isobutylamine). Run in CO (methanol). Conditions: time 8 hour. The product is C(C)(C)(C)OC(=O)N[C@H]([C@H](C[C@H](C(=O)NCC(C)C)C)O)CC1CCCCC1 ((2R, 4S, 5S)-5-(t-Butoxycarbonyl)amino-6-cyclohexyl-4-hydroxy-N-isobutyl-2-methylhexanamide). Reaction SMILES: [C:1]([O:5][C:6]([NH:8][C@H:9]([C@H:17]1[O:21][C:20](=[O:22])[C@H:19]([CH3:23])[CH2:18]1)[CH2:10][CH:11]1[CH2:16][CH2:15][CH2:14][CH2:13][CH2:12]1)=[O:7])([CH3:4])([CH3:3])[CH3:2].[CH2:24]([NH2:28])[CH:25]([CH3:27])[CH3:26]>CO>[C:1]([O:5][C:6]([NH:8][C@@H:9]([CH2:10][CH:11]1[CH2:16][CH2:15][CH2:14][CH2:13][CH2:12]1)[C@@H:17]([OH:21])[CH2:18][C@@H:19]([CH3:23])[C:20]([NH:28][CH2:24][CH:25]([CH3:27])[CH3:26])=[O:22])=[O:7])([CH3:4])([CH3:3])[CH3:2]. Reported procedure: A solution of 290 mg (0.93 mmole) of (3R, 5S)-5-[(1S)-1-(t-butoxycarbonyl)amino-2-cyclohexylethyl]-3-methyldihydrofuran-2(3H)-one (prepared as described in Preparation 2) in 3 ml of methanol was mixed with 3 ml of isobutylamine, and the mixture was allowed to stand overnight at room temperature. At the end of this time, the reaction mixture was concentrated by distillation under reduced pressure, and the residue was triturated with hexane to afford 340 mg of the title compound as colorless cryst... Starting materials: C=CCN(C(=O)OCc1ccc([N+](=O)[O-])cc1)C1CCN(CC2CC(N(C)C(=O)OC(C)(C)C)CC2c2ccccc2)CC1, O=S(=O)(Cl)c1ccccc1. The product is C=CCN(C(=O)OCc1ccc([N+](=O)[O-])cc1)C1CCN(CC2CC(N(C)S(=O)(=O)c3ccccc3)CC2c2ccccc2)CC1. As a reaction SMILES: [CH3:1][N:2]([C:3]([O:4][C:5]([CH3:6])([CH3:7])[CH3:8])=[O:9])[CH:10]1[CH2:11][CH:12]([CH2:21][N:22]2[CH2:23][CH2:24][CH:25]([N:28]([CH2:29][CH:30]=[CH2:31])[C:32](=[O:33])[O:34][CH2:35][c:36]3[cH:37][cH:38][c:39]([N+:42](=[O:43])[O-:44])[cH:40][cH:41]3)[CH2:26][CH2:27]2)[CH:13]([c:15]2[cH:16][cH:17][cH:18][cH:19][cH:20]2)[CH2:14]1.[c:45]1([S:51](=[O:52])(=[O:53])[Cl:54])[cH:46][cH:47][cH:48][cH:49][cH:50]1>>[CH3:1][N:2]([CH:10]1[CH2:11][CH:12]([CH2:21][N:22]2[CH2:23][CH2:24][CH:25]([N:28]([CH2:29][CH:30]=[CH2:31])[C:32](=[O:33])[O:34][CH2:35][c:36]3[cH:37][cH:38][c:39]([N+:42](=[O:43])[O-:44])[cH:40][cH:41]3)[CH2:26][CH2:27]2)[CH:13]([c:15]2[cH:16][cH:17][cH:18][cH:19][cH:20]2)[CH2:14]1)[S:51]([c:45]1[cH:46][cH:47][cH:48][cH:49][cH:50]1)(=[O:52])=[O:53]. Reactants: Cl.CN(C(=O)C1=CC2=C(N=C(N=C2)NC2=NC=C(C=C2)N2CCNCC2)N1C1CCCC1)C (7-cyclopentyl-2-(5-piperazin-1-yl-pyridin-2-ylamino)-7H-pyrrolo[2,3-d]pyrimidine-6-carboxylic acid dimethylamide hydrochloride), CN(CC(=O)O)C (N,N-dimethylglycine), C(C)(C)N(CC)C(C)C (diisopropylethylamine), CN(C)C(=[N+](C)C)ON1C2=C(C=CC=C2)N=N1.[B-](F)(F)(F)F (TBTU). The solvent is CN(C)C=O (DMF), CO (Methanol). Run at time 1 hour. Product: CN(C(=O)C1=CC2=C(N=C(N=C2)NC2=NC=C(C=C2)N2CCN(CC2)C(CN(C)C)=O)N1C1CCCC1)C (7-cyclopentyl-2-{5-[4-(2-dimethylamino-acetyl)-piperazin-1-yl]-pyridin-2-ylamino}-7H-pyrrolo[2,3-d]pyrimidine-6-carboxylic acid dimethylamide). Reaction SMILES: Cl.[CH3:2][N:3]([CH3:33])[C:4]([C:6]1[N:27]([CH:28]2[CH2:32][CH2:31][CH2:30][CH2:29]2)[C:9]2[N:10]=[C:11]([NH:14][C:15]3[CH:20]=[CH:19][C:18]([N:21]4[CH2:26][CH2:25][NH:24][CH2:23][CH2:22]4)=[CH:17][N:16]=3)[N:12]=[CH:13][C:8]=2[CH:7]=1)=[O:5].[CH3:34][N:35]([CH3:40])[CH2:36][C:37](O)=[O:38].C(N(C(C)C)CC)(C)C.CN(C(ON1N=NC2C=CC=CC1=2)=[N+](C)C)C.[B-](F)(F)(F)F>CN(C=O)C.CO>[CH3:2][N:3]([CH3:33])[C:4]([C:6]1[N:27]([CH:28]2[CH2:32][CH2:31][CH2:30][CH2:29]2)[C:9]2[N:10]=[C:11]([NH:14][C:15]3[CH:20]=[CH:19][C:18]([N:21]4[CH2:22][CH2:23][N:24]([C:37](=[O:38])[CH2:36][N:35]([CH3:40])[CH3:34])[CH2:25][CH2:26]4)=[CH:17][N:16]=3)[N:12]=[CH:13][C:8]=2[CH:7]=1)=[O:5] |f:0.1,4.5|. Reported procedure: To a solution of 7-cyclopentyl-2-(5-piperazin-1-yl-pyridin-2-ylamino)-7H-pyrrolo[2,3-d]pyrimidine-6-carboxylic acid dimethylamide hydrochloride (80 mg, 0.170 mmol), N,N-dimethylglycine (18 mg, 0.170 mmol) and diisopropylethylamine (0.089 mL, 0.509 mmol) in DMF (1 mL) is added TBTU (55 mg, 0.170 mmol) and the reaction mixture is stirred at room temperature for 1 hour. Methanol (0.5 mL) is added and the reaction mixture purified by silica gel chromatography (gradient of 0-10% 2M NH3 in methanol/di... Reactants: CC1=CC=C(C=C1)C(C1=C(C=CC=C1)N1CCCCC1)NC(=O)CC1=CC=C(C(=O)O)C=C1 (4-{N-[α-(4-Methylphenyl)-2-piperidino-benzyl]-aminocarbonylmethyl}-benzoic acid), N,N'-carbonyldiimidazole. Solvent: O1CCCC1 (tetrahydrofuran). Run at temperature 170 celsius. Yields the product CC1=CC=C(C=C1)C(C1=C(C=CC=C1)N1CCCCC1)NC(=O)CC1=CC=C(C=O)C=C1 (4-{N-[α-(4-Methyl-phenyl)-2-piperidino-benzyl]-aminocarbonylmethyl}-benzaldehyde). Reaction SMILES: [CH3:1][C:2]1[CH:7]=[CH:6][C:5]([CH:8]([NH:21][C:22]([CH2:24][C:25]2[CH:33]=[CH:32][C:28]([C:29](O)=[O:30])=[CH:27][CH:26]=2)=[O:23])[C:9]2[CH:14]=[CH:13][CH:12]=[CH:11][C:10]=2[N:15]2[CH2:20][CH2:19][CH2:18][CH2:17][CH2:16]2)=[CH:4][CH:3]=1>O1CCCC1>[CH3:1][C:2]1[CH:7]=[CH:6][C:5]([CH:8]([NH:21][C:22]([CH2:24][C:25]2[CH:26]=[CH:27][C:28]([CH:29]=[O:30])=[CH:32][CH:33]=2)=[O:23])[C:9]2[CH:14]=[CH:13][CH:12]=[CH:11][C:10]=2[N:15]2[CH2:16][CH2:17][CH2:18][CH2:19][CH2:20]2)=[CH:4][CH:3]=1. Procedure: Quantities of 8.85 gm (20 m mol) of 4-{N-[α-(4-Methylphenyl)-2-piperidino-benzyl]-aminocarbonylmethyl}-benzoic acid and 3.25 gm (20 m mol) of N,N'-carbonyldiimidazole were refluxed in 100 ml of absolute tetrahydrofuran for two hours. Then, the mixture was concentrated by evaporation, and, after addition of 50 ml of pyridine and 3.7 gm (20 m mol) of 4-toluene-sulphonic acid hydrazide, the mixture was refluxed for a further two hours. The mixture was then poured onto ice water and subjected to suc... The reactants are ClC1=CC(=C(OC2=CC(=C(C#N)C=C2)OC)C=C1)OC(F)(F)F (4-[4-chloro-2-(trifluoromethoxy)phenoxy]-2-methoxybenzonitrile), [OH-].[K+] (KOH), C(CO)O.O (ethylene glycol water). Run at temperature 120 celsius. Product: ClC1=CC(=C(OC2=CC(=C(C(=O)O)C=C2)OC)C=C1)OC(F)(F)F (4-[4-chloro-2-(trifluoromethoxy)phenoxy]-2-methoxybenzoic acid). Reaction SMILES: [Cl:1][C:2]1[CH:18]=[CH:17][C:5]([O:6][C:7]2[CH:14]=[CH:13][C:10]([C:11]#N)=[C:9]([O:15][CH3:16])[CH:8]=2)=[C:4]([O:19][C:20]([F:23])([F:22])[F:21])[CH:3]=1.[OH-:24].[K+].C(O)CO.[OH2:30]>>[Cl:1][C:2]1[CH:18]=[CH:17][C:5]([O:6][C:7]2[CH:14]=[CH:13][C:10]([C:11]([OH:30])=[O:24])=[C:9]([O:15][CH3:16])[CH:8]=2)=[C:4]([O:19][C:20]([F:23])([F:22])[F:21])[CH:3]=1 |f:1.2,3.4|. Procedure details: To a solution of 4-[4-chloro-2-(trifluoromethoxy)phenoxy]-2-methoxybenzonitrile (Preparation 103, 230 mg, 0.66 mmol) in 10 mL of ethylene glycol/water (8:2) was added KOH flakes (380 mg, 6.6 mmol). The reaction mixture was heated to 120° C. for 64 hours. After cooling to room temperature the residue was partitioned between EtOAc (80 mL) and water (75 mL), the aqueous layer was separated, acidified with 2M HCl and extracted with EtOAc (2×50 mL). The organic layers were combined, dried over MgSO4 ...